From a dataset of the Open Reaction Database (ORD), a public repository of structured organic reaction records. describe an organic reaction: reactants, conditions, products, and yield Reactants: COC(=O)c1ccc(C(=O)O)cn1, NCc1c(-c2ncco2)n(-c2ccccc2)c2cc(Cl)ccc2c1=O. Yields the product COC(=O)c1ccc(C(=O)NCc2c(-c3ncco3)n(-c3ccccc3)c3cc(Cl)ccc3c2=O)cn1. Reaction SMILES: [CH3:26][O:27][C:28](=[O:29])[c:30]1[n:31][cH:32][c:33]([C:34](=[O:35])[OH:36])[cH:37][cH:38]1.[NH2:1][CH2:2][c:3]1[c:4](-[c:21]2[o:22][cH:23][cH:24][n:25]2)[n:5](-[c:15]2[cH:16][cH:17][cH:18][cH:19][cH:20]2)[c:6]2[cH:7][c:8]([Cl:14])[cH:9][cH:10][c:11]2[c:12]1=[O:13]>>[NH:1]([CH2:2][c:3]1[c:4](-[c:21]2[o:22][cH:23][cH:24][n:25]2)[n:5](-[c:15]2[cH:16][cH:17][cH:18][cH:19][cH:20]2)[c:6]2[cH:7][c:8]([Cl:14])[cH:9][cH:10][c:11]2[c:12]1=[O:13])[C:34]([c:33]1[cH:32][n:31][c:30]([C:28]([O:27][CH3:26])=[O:29])[cH:38][cH:37]1)=[O:35]. Reactants: CC(C)(C)OC(=O)N1CCCC1CCBr, CN(C)P(=O)(N(C)C)N(C)C, [Li]CCCC, O=[N+]([O-])Cc1ccccc1, C1CCOC1. Product: CC(C)(C)OC(=O)N1CCCC1CCC(c1ccccc1)[N+](=O)[O-]. As a reaction SMILES: [C:1]([CH3:2])([CH3:3])([CH3:4])[O:5][C:6](=[O:7])[N:8]1[CH:9]([CH2:13][CH2:14][Br:15])[CH2:10][CH2:11][CH2:12]1.[CH3:16][N:17]([CH3:18])[P:19]([N:20]([CH3:21])[CH3:22])([N:23]([CH3:24])[CH3:25])=[O:26].[CH3:27][CH2:28][CH2:29][CH2:30][Li:31].[N+:32](=[O:33])([O-:34])[CH2:35][c:36]1[cH:37][cH:38][cH:39][cH:40][cH:41]1.[O:42]1[CH2:43][CH2:44][CH2:45][CH2:46]1>>[C:1]([CH3:2])([CH3:3])([CH3:4])[O:5][C:6](=[O:7])[N:8]1[CH:9]([CH2:13][CH2:14][CH:35]([N+:32](=[O:33])[O-:34])[c:36]2[cH:37][cH:38][cH:39][cH:40][cH:41]2)[CH2:10][CH2:11][CH2:12]1. Starting materials: C=CCBr, COc1ccc(-c2n[nH]c3c(C(F)(F)F)cccc23)c(OC)c1, CCO, Cc1ccccc1, CN(C)C=O, C1CCOC1. Product: C=CCn1nc(-c2ccc(OC)cc2OC)c2cccc(C(F)(F)F)c21. Reaction SMILES: [CH2:24]([CH:25]=[CH2:26])[Br:27].[CH3:1][O:2][c:3]1[c:4](-[c:11]2[n:12][nH:13][c:14]3[c:15]([C:20]([F:21])([F:22])[F:23])[cH:16][cH:17][cH:18][c:19]23)[cH:5][cH:6][c:7]([O:9][CH3:10])[cH:8]1.[CH3:28][CH2:29][OH:30].[CH3:31][c:32]1[cH:33][cH:34][cH:35][cH:36][cH:37]1.[CH3:43][N:44]([CH3:45])[CH:46]=[O:47].[O:38]1[CH2:39][CH2:40][CH2:41][CH2:42]1>>[CH3:1][O:2][c:3]1[c:4](-[c:11]2[n:12][n:13]([CH2:26][CH:25]=[CH2:24])[c:14]3[c:15]([C:20]([F:21])([F:22])[F:23])[cH:16][cH:17][cH:18][c:19]23)[cH:5][cH:6][c:7]([O:9][CH3:10])[cH:8]1. The reactants are O=C([O-])[O-], CN(C)C=O, CC(Cl)C(=O)N1CCCO1, [K+], [K+], Oc1ccc(O)cc1. Product: CC(Oc1ccc(O)cc1)C(=O)N1CCCO1. Reaction SMILES: [C:19](=[O:20])([O-:21])[O-:22].[CH3:25][N:26]([CH3:27])[CH:28]=[O:29].[Cl:1][CH:2]([C:3](=[O:4])[N:5]1[O:6][CH2:7][CH2:8][CH2:9]1)[CH3:10].[K+:23].[K+:24].[OH:11][c:12]1[cH:13][cH:14][c:15]([OH:16])[cH:17][cH:18]1>>[CH:2]([C:3](=[O:4])[N:5]1[O:6][CH2:7][CH2:8][CH2:9]1)([CH3:10])[O:16][c:15]1[cH:14][cH:13][c:12]([OH:11])[cH:18][cH:17]1. The product is BrC1=CC2CCC(NC2C(=C1)F)=O (6-Bromo-8-fluoro-3,4,4a,8a-tetrahydro-1H-quinolin-2-one). RXN SMILES: [F:1][C:2]1[CH:11]2[CH:6]([CH2:7][CH2:8][C:9](=[O:12])[NH:10]2)[CH:5]=[CH:4][CH:3]=1.C1C(=O)N([Br:20])C(=O)C1>>[Br:20][C:4]1[CH:3]=[C:2]([F:1])[CH:11]2[CH:6]([CH2:7][CH2:8][C:9](=[O:12])[NH:10]2)[CH:5]=1. Procedure: This intermediate was obtained according to general procedure I from 8-fluoro-3,4,4a,8a-tetrahydro-1H-quinolin-2-one (515 mg, 3.12 mmol) and NBS (583 mg, 3.27 mmol) after flash chromatography on silica gel (hexanes/ethyl acetate, 5/1, Rf=0.32) as white solid (647 mg, 2.65 mmol, 85%). The reactants are FC1=CC=CC2CCC(NC12)=O (8-fluoro-3,4,4a,8a-tetrahydro-1H-quinolin-2-one), C1CC(=O)N(C1=O)Br (NBS). The reactants are CC(=O)NCC(=O)O, CC(N)=O, COCCOC, O, O=C(O)CNCC(=O)O. The product is CC(=O)N(CC(=O)O)CC(=O)O. As a reaction SMILES: [CH3:15][C:16]([NH:17][CH2:18][C:19](=[O:20])[OH:21])=[O:22].[CH3:1][C:2]([NH2:3])=[O:4].[CH3:23][O:24][CH2:25][CH2:26][O:27][CH3:28].[OH2:5].[OH:6][C:7](=[O:8])[CH2:9][NH:10][CH2:11][C:12]([OH:13])=[O:14]>>[CH3:1][C:2](=[O:4])[N:10]([CH2:9][C:7]([OH:6])=[O:8])[CH2:11][C:12]([OH:13])=[O:14]. Starting materials: peroxide, peroxide, OO (hydrogen peroxide), OO (hydrogen peroxide), ON1C(CC(CC1(C)C)CCCCNC1=NC(=NC(=N1)NCCCCC1CC(N(C(C1)(C)C)O)(C)C)NCCCCC1CC(N(C(C1)(C)C)O)(C)C)(C)C (2,4,6-tris[N-(1-oxyl-2,2,6,6-tetramethylpiperidin-4-yl]butylamino}-s-triazine), ferrous chloride tetrahydrate, C(C)(C)(C)O (tert-butyl alcohol), S(=O)([O-])[O-].[Na+].[Na+] (sodium sulfite). Run in C(C)(=O)OCC (ethyl acetate), O (water). Run at temperature 60 celsius. The product is OC(CON1C(CC(CC1(C)C)CCCCNC1=NC(=NC(=N1)NCCCCC1CC(N(C(C1)(C)C)OCC(C)(O)C)(C)C)NCCCCC1CC(N(C(C1)(C)C)OCC(C)(O)C)(C)C)(C)C)(C)C (2,4,6-Tris{N-[1-(2-hydroxy-2-methylpropoxy)-2,2,6,6-tetramethylpiperidin-4-yl]butylamino}-s-triazine). Isolated yield 37.2%. Reaction SMILES: OO.[OH:3][N:4]1[C:9]([CH3:11])([CH3:10])[CH2:8][CH:7]([CH2:12][CH2:13][CH2:14][CH2:15][NH:16][C:17]2[N:22]=[C:21]([NH:23][CH2:24][CH2:25][CH2:26][CH2:27][CH:28]3[CH2:33][C:32]([CH3:35])([CH3:34])[N:31]([OH:36])[C:30]([CH3:38])([CH3:37])[CH2:29]3)[N:20]=[C:19]([NH:39][CH2:40][CH2:41][CH2:42][CH2:43][CH:44]3[CH2:49][C:48]([CH3:51])([CH3:50])[N:47]([OH:52])[C:46]([CH3:54])([CH3:53])[CH2:45]3)[N:18]=2)[CH2:6][C:5]1([CH3:56])[CH3:55].S([O-])([O-])=O.[Na+].[Na+].[C:63]([OH:67])([CH3:66])([CH3:65])[CH3:64]>O.C(OCC)(=O)C>[OH:67][C:63]([CH3:66])([CH3:65])[CH2:64][O:52][N:47]1[C:46]([CH3:54])([CH3:53])[CH2:45][CH:44]([CH2:43][CH2:42][CH2:41][CH2:40][NH:39][C:19]2[N:18]=[C:17]([NH:16][CH2:15][CH2:14][CH2:13][CH2:12][CH:7]3[CH2:6][C:5]([CH3:56])([CH3:55])[N:4]([O:3][CH2:64][C:63]([CH3:66])([OH:67])[CH3:65])[C:9]([CH3:11])([CH3:10])[CH2:8]3)[N:22]=[C:21]([NH:23][CH2:24][CH2:25][CH2:26][CH2:27][CH:28]3[CH2:33][C:32]([CH3:34])([CH3:35])[N:31]([O:36][CH2:64][C:63]([CH3:66])([OH:67])[CH3:65])[C:30]([CH3:38])([CH3:37])[CH2:29]3)[N:20]=2)[CH2:49][C:48]1([CH3:51])[CH3:50] |f:2.3.4|. Reported procedure: A solution of 40 g (0.35 mol) of 30% aqueous hydrogen peroxide is added over 1.25 hours to a mixture of 11.7 g (0.011 mol) of 2,4,6-tris[N-(1-oxyl-2,2,6,6-tetramethylpiperidin-4-yl]butylamino}-s-triazine and 3.0 g (0.015 mol) of ferrous chloride tetrahydrate in 100 g of tert-butyl alcohol and 9 g of water. The reaction temperature is maintained at 60-65° C. during the peroxide addition. Two equal portions (2 g, 0.29 mol) of 50% aqueous hydrogen peroxide are added to the reaction mixture while th... The reactants are O=[N+]([O-])c1ccc(Br)cc1, C=CCCCCCC. Product: CCCCCCC=Cc1ccc([N+](=O)[O-])cc1. RXN SMILES: [Br:1][c:2]1[cH:3][cH:4][c:5]([N+:8](=[O:9])[O-:10])[cH:6][cH:7]1.[CH2:11]=[CH:12][CH2:13][CH2:14][CH2:15][CH2:16][CH2:17][CH3:18]>>[c:2]1([CH:11]=[CH:12][CH2:13][CH2:14][CH2:15][CH2:16][CH2:17][CH3:18])[cH:3][cH:4][c:5]([N+:8](=[O:9])[O-:10])[cH:6][cH:7]1. Reactants: CC(C)(C)OC(=O)NCCn1nnc(C2CC2)n1, C1COCCO1, ClCCl, Cl. The product is Cl, NCCn1nnc(C2CC2)n1. As a reaction SMILES: [C:1]([O:2][C:3](=[O:4])[NH:7][CH2:8][CH2:9][n:10]1[n:11][c:12]([CH:15]2[CH2:16][CH2:17]2)[n:13][n:14]1)([CH3:5])([CH3:6])[CH3:18].[CH2:23]1[O:24][CH2:25][CH2:26][O:27][CH2:28]1.[Cl:20][CH2:21][Cl:22].[ClH:19]>>[ClH:19].[NH2:7][CH2:8][CH2:9][n:10]1[n:11][c:12]([CH:15]2[CH2:16][CH2:17]2)[n:13][n:14]1.